describe an organic reaction: reactants, conditions, products, and yield From a dataset of the Open Reaction Database (ORD), a public repository of structured organic reaction records. Starting materials: O=C(c1ccccc1)c1cccc(Br)c1, CO. The product is OC(c1ccccc1)c1cccc(Br)c1. Reaction SMILES: [Br:1][c:2]1[cH:3][c:4]([C:8](=[O:9])[c:10]2[cH:11][cH:12][cH:13][cH:14][cH:15]2)[cH:5][cH:6][cH:7]1.[CH3:16][OH:17]>>[Br:1][c:2]1[cH:3][c:4]([CH:8]([OH:9])[c:10]2[cH:11][cH:12][cH:13][cH:14][cH:15]2)[cH:5][cH:6][cH:7]1. Reactants: ClC(Cl)Cl, [Na+], [OH-], O, O=C(O)CNc1ccccc1, O=S(=O)(Cl)c1ccccc1. Product: O=C(O)CN(c1ccccc1)S(=O)(=O)c1ccccc1. Reaction SMILES: [CH:14]([Cl:15])([Cl:16])[Cl:17].[Na+:13].[OH-:12].[OH2:28].[OH:1][C:2](=[O:3])[CH2:4][NH:5][c:6]1[cH:7][cH:8][cH:9][cH:10][cH:11]1.[c:18]1([S:24](=[O:25])(=[O:26])[Cl:27])[cH:19][cH:20][cH:21][cH:22][cH:23]1>>[OH:1][C:2](=[O:3])[CH2:4][N:5]([c:6]1[cH:7][cH:8][cH:9][cH:10][cH:11]1)[S:24]([c:18]1[cH:19][cH:20][cH:21][cH:22][cH:23]1)(=[O:25])=[O:26].